This data is from the Open Reaction Database (ORD), a public repository of structured organic reaction records. The task is: describe an organic reaction: reactants, conditions, products, and yield Starting materials: ClC1=CC=C(C=O)C=C1 (p-chlorobenzaldehyde), C(C)(=O)OCC (ethyl acetate), CC(=O)C (acetone), [OH-].[Na+] (sodium hydroxide), O (water). Run at time 30 minute. Yields the product ClC1=CC=C(C=C1)/C=C/C(C)=O ((E)-4-(4-chlorophenyl)-3-buten-2-one). Isolated yield 86.2%. As a reaction SMILES: [Cl:1][C:2]1[CH:9]=[CH:8][C:5]([CH:6]=O)=[CH:4][CH:3]=1.[OH-].[Na+].O.C(OCC)(=O)C.[CH3:19][C:20]([CH3:22])=[O:21]>>[Cl:1][C:2]1[CH:9]=[CH:8][C:5](/[CH:6]=[CH:19]/[C:20](=[O:21])[CH3:22])=[CH:4][CH:3]=1 |f:1.2|. Reported procedure: In a 250 ml single neck flask was charged 14 g (99.6 mmoles, 1.0 eq) of p-chlorobenzaldehyde dissolved in 30 ml of acetone. To this was added 5 g of 10% aqueous sodium hydroxide solution (12.5 mmoles, 0.125 eq), dropwise and during the course of addition, temperature was kept no higher than 25° C., while the mixture was agitated continuously for 30 minutes. To the mixture was added 50 ml of water, followed by 100 ml of ethyl acetate, the phases were separated and the organic phase was washed wit...